This data is from the Open Reaction Database (ORD), a public repository of structured organic reaction records. The task is: describe an organic reaction: reactants, conditions, products, and yield Reactants: FCC#N (fluoroacetonitrile), O1CCCC1 (tetrahydrofuran), BrC=CCOCC (1-bromo-3-ethoxy-1-propene), [Mg] (magnesium), O1CCCC1 (tetrahydrofuran), [BH4-].[Na+] (sodium borohydride). Solvent: CO (methanol), O (water). Conditions: temperature -30 celsius, time 20 minute. The product is C(C)OCC=C[Mg]Br (3-ethoxy-1-propen-1-yl-magnesium bromide), FCC(C=CCOCC)N (1-fluoro-2-amino-5-ethoxy-3-pentene). Reaction SMILES: [Br:1][CH:2]=[CH:3][CH2:4][O:5][CH2:6][CH3:7].[Mg:8].[F:9][CH2:10][C:11]#[N:12].[BH4-].[Na+].[O:15]1[CH2:19]C[CH2:17][CH2:16]1>CO.O>[CH2:16]([O:15][CH2:19][CH:10]=[CH:11][Mg:8][Br:1])[CH3:17].[F:9][CH2:10][CH:11]([NH2:12])[CH:2]=[CH:3][CH2:4][O:5][CH2:6][CH3:7] |f:3.4|. Procedure details: Under an atmosphere of nitrogen, 3-ethoxy-1-propen-1-yl-magnesium bromide is prepared from 8.25 g of 1-bromo-3-ethoxy-1-propene (50 mmoles) prepared as in Step B above, 12.15 g of magnesium turnings (500 mmoles) and 50 ml of dry tetrahydrofuran. After 4 hours the Grignard solution (yield according to titration: 80%) is transferred into another flask via a syringe, cooled to -30° C. and fluoroacetonitrile (2.36 g, 40 mmoles) in tetrahydrofuran (30 ml) is added dropwise during 15 mins. After 15 ad... Solvent: C(C)O (ethanol), C1=CC=CC=C1 (benzene). The product is OC=C1C(N(C2=CC(=C(C=C2C1=O)OC)OC)C(=O)OCC1=CC=CC=C1)C (3Hydroxymethylene-6,7-dimethoxy-2-methyl-4-oxo-1,2,3,4-tetrahydro-1-quinoline carboxylic acid, benzyl ester). As a reaction SMILES: [CH3:1][O:2][C:3]1[CH:4]=[C:5]2[C:10](=[CH:11][C:12]=1[O:13][CH3:14])[N:9]([C:15]([O:17][CH2:18][C:19]1[CH:24]=[CH:23][CH:22]=[CH:21][CH:20]=1)=[O:16])[CH:8]([CH3:25])[CH2:7][C:6]2=[O:26].[CH:27](OCC)=[O:28].[O-]CC.[Na+].[H-].[Na+]>C1C=CC=CC=1.C(O)C>[OH:28][CH:27]=[C:7]1[C:6](=[O:26])[C:5]2[C:10](=[CH:11][C:12]([O:13][CH3:14])=[C:3]([O:2][CH3:1])[CH:4]=2)[N:9]([C:15]([O:17][CH2:18][C:19]2[CH:24]=[CH:23][CH:22]=[CH:21][CH:20]=2)=[O:16])[CH:8]1[CH3:25] |f:2.3,4.5|. Starting materials: C(=O)OCC (ethyl formate), [O-]CC.[Na+] (sodium ethoxide), 16-B, 17-B, COC=1C=C2C(CC(N(C2=CC1OC)C(=O)OCC1=CC=CC=C1)C)=O (benzyl 6,7-dimethoxy-2-methyl-4-oxo-1,2,3,4-tetrahydroquinoline-1-carboxylate), [H-].[Na+] (sodium hydride). Procedure details: Following the procedure of Examples 1-E, 16-B and 17-B, 9.5 g. of benzyl 6,7-dimethoxy-2-methyl-4-oxo-1,2,3,4-tetrahydroquinoline-1-carboxylate, 10.95 ml. of ethyl formate and sodium ethoxide prepared from 2.57 g. of sodium hydride and 3.23 ml. of ethanol in 120 ml. of benzene gave on work-up a yellow oil which on crystallization afforded 6.0 g. of crude product, m.p. 106°-110° C. The analytical same is recrystallized several times from methanol, m.p. 116°-118° C. Starting materials: CN1N=C(N=N1)C=1C=C2C=CNC2=CC1 (5-(2-Methyltetrazol-5-yl)-1H-indole), [OH-].[K+] (potassium hydroxide), O.N1CCC(CC1)=O (piperidin-4-one, hydrate), Cl (hydrochloride). The solvent is C(C)O (ethanol). Yields the product CN1N=C(N=N1)C=1C=C2C(=CNC2=CC1)C=1CCNCC1 (5-(2-Methyltetrazol-5-yl)-3-(1,2,3,6-tetrahydropyridin-4-yl)-1H-indole). RXN SMILES: [CH3:1][N:2]1[N:6]=[N:5][C:4]([C:7]2[CH:8]=[C:9]3[C:13](=[CH:14][CH:15]=2)[NH:12][CH:11]=[CH:10]3)=[N:3]1.O.[NH:17]1[CH2:22][CH2:21][C:20](=O)[CH2:19][CH2:18]1.Cl.[OH-].[K+]>C(O)C>[CH3:1][N:2]1[N:6]=[N:5][C:4]([C:7]2[CH:8]=[C:9]3[C:13](=[CH:14][CH:15]=2)[NH:12][CH:11]=[C:10]3[C:20]2[CH2:21][CH2:22][NH:17][CH2:18][CH:19]=2)=[N:3]1 |f:1.2,4.5|. Procedure details: A solution of 5-(2-methyltetrazol-5-yl)-1H-indole (2b) (40 g), piperidin-4-one, hydrate, hydrochloride (80 g) and potassium hydroxide (48 g) in ethanol (1000 mL) was boiled at reflux for 16 hours. After cooling to room temperature, precipitated material was filtered off and carefully washed with water. The remaining crystalline product was dried in vacuo at 80° C. leaving 41 g of crude title compound 3a which was used without further purification. Starting materials: CCOC(=O)c1cccc2c1CCCC2C#N, CCO, [Na+], [OH-], O. The product is N#CC1CCCc2c(C(=O)O)cccc21. As a reaction SMILES: [C:4](#[N:5])[CH:6]1[CH2:7][CH2:8][CH2:9][c:10]2[c:11]([C:16](=[O:17])[O:18][CH2:19][CH3:20])[cH:12][cH:13][cH:14][c:15]21.[CH3:1][CH2:2][OH:3].[Na+:22].[OH-:21].[OH2:23]>>[C:4](#[N:5])[CH:6]1[CH2:7][CH2:8][CH2:9][c:10]2[c:11]([C:16](=[O:17])[OH:18])[cH:12][cH:13][cH:14][c:15]21. The reactants are CS(=O)(=O)c1ccc2c(c1)OC(CBr)OC2, CCCN, CCO. Product: CCCNCC1OCc2ccc(S(C)(=O)=O)cc2O1. Reaction SMILES: [Br:1][CH2:2][CH:3]1[O:4][CH2:5][c:6]2[c:7]([cH:9][c:10]([S:13](=[O:14])(=[O:15])[CH3:16])[cH:11][cH:12]2)[O:8]1.[CH3:17][CH2:18][CH2:19][NH2:20].[CH3:21][CH2:22][OH:23]>>[CH2:2]([CH:3]1[O:4][CH2:5][c:6]2[c:7]([cH:9][c:10]([S:13](=[O:14])(=[O:15])[CH3:16])[cH:11][cH:12]2)[O:8]1)[NH:20][CH2:19][CH2:18][CH3:17]. Reactants: CCN=C=NCCCN(C)C, CCN1CCOCC1, CN1CC(C(=O)O)N(CC(F)(F)F)C1=O, NCc1ccc(Cl)cc1Cl, ClCCl, Cl, O, On1nnc2ccccc21. The product is CN1CC(C(=O)NCc2ccc(Cl)cc2Cl)N(CC(F)(F)F)C1=O. RXN SMILES: [CH2:28]([N:29]=[C:30]=[N:31][CH2:32][CH2:33][CH2:34][N:35]([CH3:36])[CH3:37])[CH3:38].[CH2:39]([N:40]1[CH2:41][CH2:42][O:43][CH2:44][CH2:45]1)[CH3:46].[CH3:1][N:2]1[C:3](=[O:15])[N:4]([CH2:10][C:11]([F:12])([F:13])[F:14])[CH:5]([C:7](=[O:8])[OH:9])[CH2:6]1.[Cl:47][c:48]1[c:49]([CH2:55][NH2:56])[cH:50][cH:51][c:52]([Cl:54])[cH:53]1.[Cl:57][CH2:58][Cl:59].[ClH:27].[OH2:16].[OH:17][n:18]1[c:19]2[cH:20][cH:21][cH:22][cH:23][c:24]2[n:25][n:26]1>>[CH3:1][N:2]1[C:3](=[O:15])[N:4]([CH2:10][C:11]([F:12])([F:13])[F:14])[CH:5]([C:7](=[O:9])[NH:56][CH2:55][c:49]2[c:48]([Cl:47])[cH:53][c:52]([Cl:54])[cH:51][cH:50]2)[CH2:6]1. Reactants: C(C)(C)(C)OC(=O)N1[C@H](CCCC1)C(N)=O ((R)-2-carbamoyl-piperidine-1-carboxylic acid tert-butyl ester), COC=1C=CC(=CC1)P2(=S)SP(=S)(S2)C=3C=CC(=CC3)OC (Lawesson's reagent). Solvent: O1CCOCC1 (dioxane). Run at time 8 hour. Product: C(C)(C)(C)OC(=O)N1[C@H](CCCC1)C(N)=S ((R)-2-thiocarbamoyl-piperidine-1-carboxylic acid tert-butyl ester). Isolated yield 100.9%. Reaction SMILES: [C:1]([O:5][C:6]([N:8]1[CH2:13][CH2:12][CH2:11][CH2:10][C@@H:9]1[C:14](=O)[NH2:15])=[O:7])([CH3:4])([CH3:3])[CH3:2].COC1C=CC(P2(SP(C3C=CC(OC)=CC=3)(=S)S2)=[S:26])=CC=1>O1CCOCC1>[C:1]([O:5][C:6]([N:8]1[CH2:13][CH2:12][CH2:11][CH2:10][C@@H:9]1[C:14](=[S:26])[NH2:15])=[O:7])([CH3:4])([CH3:3])[CH3:2]. Procedure: A solution of (R)-2-carbamoyl-piperidine-1-carboxylic acid tert-butyl ester (1.31 g, 6 mmol) in dioxane (20 mL) was treated under argon with Lawesson's reagent (1.16 g, 3 mmol). The mixture was stirred at room temperature overnight. The volatiles were evaporated and the resulting white solid purified by flash chromatography (heptane/ethyl acetate gradient) to yield (R)-2-thiocarbamoyl-piperidine-1-carboxylic acid tert-butyl ester as a white solid (0.74 g, 47%), MS (ISP): 245.4 (M+H)+.. Starting materials: C(C)OC=1C=CC(=C(C1)C1=CC(=NC=C1)C#N)F (4-(5-ethoxy-2-fluoro-phenyl)pyridine-2-carbonitrile), C1=CC(=CC(=C1)Cl)C(=O)OO (mCPBA). Solvent: S(=O)(=O)([O-])S(=O)[O-].[Na+].[Na+] (sodium metabisulfite), C(Cl)Cl (DCM), C(Cl)Cl (DCM). Reaction conditions: time 3 day. Yields the product C(C)OC=1C=CC(=C(C1)C1=CC(=[N+](C=C1)[O-])C#N)F (4-(5-ethoxy-2-fluoro-phenyl)-1-oxido-pyridin-1-ium-2-carbonitrile). Yield: 77.3%. As a reaction SMILES: [CH2:1]([O:3][C:4]1[CH:5]=[CH:6][C:7]([F:18])=[C:8]([C:10]2[CH:15]=[CH:14][N:13]=[C:12]([C:16]#[N:17])[CH:11]=2)[CH:9]=1)[CH3:2].C1C=C(Cl)C=C(C(OO)=[O:27])C=1>C(Cl)Cl.S(S([O-])=O)([O-])(=O)=O.[Na+].[Na+]>[CH2:1]([O:3][C:4]1[CH:5]=[CH:6][C:7]([F:18])=[C:8]([C:10]2[CH:15]=[CH:14][N+:13]([O-:27])=[C:12]([C:16]#[N:17])[CH:11]=2)[CH:9]=1)[CH3:2] |f:3.4.5|. Reported procedure: A solution of 4-(5-ethoxy-2-fluoro-phenyl)pyridine-2-carbonitrile (which may be prepared as described in Description 111) (6.19 g, 25.55 mmol) in DCM (200 mL) was treated with mCPBA (7.56 g, 30.66 mmol) and then was reluxed under nitrogen for 3 days. The mixture was diluted with 5% sodium metabisulfite (100 ml) and DCM (200 ml) and shaken vigourously. The organic layer was then washed with sat NaHCO3 solution (200 ml) and then dried (Na2SO4) and concentrated. Purification by flash chromatography...